This data is from the Open Reaction Database (ORD), a public repository of structured organic reaction records. The task is: describe an organic reaction: reactants, conditions, products, and yield Reported procedure: Next, 3.74 g (18.0 mmol) of 3,6,9,12-tetraoxa-1-tridecanol was added to a solution of 1.92 g (48.0 mmol) of sodium hydride contained at 60% in mineral oil in dry dimethylformamide (65 ml) in the atmosphere of argon, and the mixture was allowed to react at 40°-50° C. for 30 min. Then, to the reaction mixture was added 2.57 g (7.49 mmol) of 3,4-bis(bromomethyl)-1-bromobenzene, and the mixture was reacted at room temperature for 19 hours. To the reaction mixture at 0° C. was added a saturated aqueo... The yield is 68.9%. As a reaction SMILES: [CH2:1]([OH:14])[CH2:2][O:3][CH2:4][CH2:5][O:6][CH2:7][CH2:8][O:9][CH2:10][CH2:11][O:12][CH3:13].[H-].[Na+].Br[CH2:18][C:19]1[CH:20]=[C:21]([Br:27])[CH:22]=[CH:23][C:24]=1[CH2:25]Br.[Cl-].[NH4+]>CN(C)C=O>[CH2:18]([C:19]1[CH:20]=[C:21]([Br:27])[CH:22]=[CH:23][C:24]=1[CH2:25][O:14][CH2:1][CH2:2][O:3][CH2:4][CH2:5][O:6][CH2:7][CH2:8][O:9][CH2:10][CH2:11][O:12][CH3:13])[O:14][CH2:1][CH2:2][O:3][CH2:4][CH2:5][O:6][CH2:7][CH2:8][O:9][CH2:10][CH2:11][O:12][CH3:13] |f:1.2,4.5|. Solvent: CN(C=O)C (dimethylformamide). Starting materials: [Cl-].[NH4+] (ammonium chloride), C(COCCOCCOCCOC)O (3,6,9,12-tetraoxa-1-tridecanol), [H-].[Na+] (sodium hydride), BrCC=1C=C(C=CC1CBr)Br (3,4-bis(bromomethyl)-1-bromobenzene). The product is C(OCCOCCOCCOCCOC)C=1C=C(C=CC1COCCOCCOCCOCCOC)Br (3,4-bis(2,5,8,11,14-pentaoxapentadecanyl)-1-bromobenzene). Reaction conditions: time 10 hour. RXN SMILES: Cl[C:2]([O:4][CH3:5])=[O:3].[C:6]([C:8]1[CH:9]=[C:10]([NH:14][C:15]([C:17]2[CH:18]=[C:19]([C:24]3[CH:29]=[CH:28][C:27]([F:30])=[CH:26][C:25]=3[F:31])[CH:20]=[CH:21]C=2O)=[O:16])[CH:11]=[CH:12][CH:13]=1)#[N:7].Cl>O1CCCC1.N1C=CC=CC=1>[F:31][C:25]1[CH:26]=[C:27]([F:30])[CH:28]=[CH:29][C:24]=1[C:19]1[CH:20]=[CH:21][C:5]2[O:4][C:2](=[O:3])[N:14]([C:10]3[CH:9]=[C:8]([CH:13]=[CH:12][CH:11]=3)[C:6]#[N:7])[C:15](=[O:16])[C:17]=2[CH:18]=1 |f:3.4|. The solvent is O1CCCC1.N1=CC=CC=C1 (tetrahydrofuran pyridine). The yield is 49.0%. Procedure details: A solution of methyl chloroformate (1.2 mL, 12 mmol) was added drop wised to a stirred solution of compound 9 (1.4 g, 4 mmol) in dry anhydrous tetrahydrofuran/pyridine (30 mL) at 0° C. The mixture was refluxed for 3 h. After 10 h stirring at room temperature, the pH value of the mixture was adjusted to pH=6 by 5% HCl(aq). The mixture was cooled to obtain crystalline compound on an ice bath for 2-3 h. After cooling, precipitated crystals were filtered off and washed with diluted HCl and water. Th... The reactants are ClC(=O)OC (methyl chloroformate), C(#N)C=1C=C(C=CC1)NC(=O)C=1C=C(C=CC1O)C1=C(C=C(C=C1)F)F (N-(3-cyanophenyl)-2′,4′-difluoro-4-hydroxy-[1,1′-biphenyl]-3-carboxamide), Cl (HCl). The product is FC1=C(C=CC(=C1)F)C=1C=CC2=C(C(N(C(O2)=O)C=2C=C(C#N)C=CC2)=O)C1 (3-(6-(2,4-difluorophenyl)-2,4-dioxo-2H-benzo[e][1,3]oxazin-3(4H)-yl)benzonitrile). Starting materials: CCOC(C)=O, CCN(CC)C(=O)NC1CC2c3cccc4c3c(c(C3SCCS3)n4C)CC2N(C)C1, CO, CO. Yields the product CCN(CC)C(=O)NC1CC2c3cccc4c3c(c(C)n4C)CC2N(C)C1. RXN SMILES: [C:32]([O:33][CH2:34][CH3:35])(=[O:36])[CH3:37].[CH2:1]([CH3:2])[N:3]([C:4](=[O:5])[NH:6][CH:7]1[CH2:8][N:9]([CH3:29])[CH:10]2[CH2:11][c:12]3[c:13]([CH:24]4[S:25][CH2:26][CH2:27][S:28]4)[n:14]([CH3:23])[c:15]4[cH:16][cH:17][cH:18][c:19]([c:22]34)[CH:20]2[CH2:21]1)[CH2:30][CH3:31].[CH3:38][OH:39].[CH3:40][OH:41]>>[CH2:1]([CH3:2])[N:3]([C:4](=[O:5])[NH:6][CH:7]1[CH2:8][N:9]([CH3:29])[CH:10]2[CH2:11][c:12]3[c:13]([CH3:24])[n:14]([CH3:23])[c:15]4[cH:16][cH:17][cH:18][c:19]([c:22]34)[CH:20]2[CH2:21]1)[CH2:30][CH3:31].